This data is from the Open Reaction Database (ORD), a public repository of structured organic reaction records. The task is: describe an organic reaction: reactants, conditions, products, and yield Reactants: CNC(=S)NCCSCC1=NOC=C1 (N-methyl-N'-[2-(3-isoxazolylmethylthio)ethyl]thiourea), N#CN.[Pb] (lead cyanamide). Product: C(#N)NC(=NCCSCC1=NOC=C1)NC (N-cyano-N'-methyl-N"-[2-(3-isoxazolylmethylthio)ethyl]guanidine). RXN SMILES: [CH3:1][NH:2][C:3]([NH:5][CH2:6][CH2:7][S:8][CH2:9][C:10]1[CH:14]=[CH:13][O:12][N:11]=1)=S.[N:15]#[C:16][NH2:17].[Pb]>>[C:16]([NH:17][C:3]([NH:2][CH3:1])=[N:5][CH2:6][CH2:7][S:8][CH2:9][C:10]1[CH:14]=[CH:13][O:12][N:11]=1)#[N:15] |f:1.2,^3:17|. Procedure: Reaction of N-methyl-N'-[2-(3-isoxazolylmethylthio)ethyl]thiourea with lead cyanamide by the procedure of Example 121 gives N-cyano-N'-methyl-N"-[2-(3-isoxazolylmethylthio)ethyl]guanidine. The reactants are BrC1=CC=C(C=O)C=C1 (4-bromobenzaldehyde), S1C=CC=C1 (thiophene), C(C)(=O)[O-].[K+] (potassium acetate). Reagents/catalysts: [Pd].C1(=CC=CC=C1)P(C1=CC=CC=C1)C1=CC=CC=C1.C1(=CC=CC=C1)P(C1=CC=CC=C1)C1=CC=CC=C1.C1(=CC=CC=C1)P(C1=CC=CC=C1)C1=CC=CC=C1.C1(=CC=CC=C1)P(C1=CC=CC=C1)C1=CC=CC=C1 (tetrakis(triphenylphosphine)-palladium). The solvent is CC(=O)N(C)C (dimethylacetamide). Conditions: temperature 150 celsius, time 16 hour. The product is S1C(=CC=C1)C1=CC=C(C=O)C=C1 (4-(Thiophen-2-yl)-benzaldehyde). As a reaction SMILES: Br[C:2]1[CH:9]=[CH:8][C:5]([CH:6]=[O:7])=[CH:4][CH:3]=1.[S:10]1[CH:14]=[CH:13][CH:12]=[CH:11]1.C([O-])(=O)C.[K+]>CC(N(C)C)=O.[Pd].C1(P(C2C=CC=CC=2)C2C=CC=CC=2)C=CC=CC=1.C1(P(C2C=CC=CC=2)C2C=CC=CC=2)C=CC=CC=1.C1(P(C2C=CC=CC=2)C2C=CC=CC=2)C=CC=CC=1.C1(P(C2C=CC=CC=2)C2C=CC=CC=2)C=CC=CC=1>[S:10]1[CH:14]=[CH:13][CH:12]=[C:11]1[C:2]1[CH:9]=[CH:8][C:5]([CH:6]=[O:7])=[CH:4][CH:3]=1 |f:2.3,5.6.7.8.9|. Procedure details: 3.7 g (20 mmol) of 4-bromobenzaldehyde, 9.5 ml (120 mmol) of thiophene, 2.94 g (30 mmol) of potassium acetate and 1.16 g (1 mmol) of tetrakis(triphenylphosphine)-palladium (Fluka, Buchs, Switzerland) in 50 ml of dimethylacetamide are placed in a pressure reactor and stirred at 150° C. under nitrogen for 16 hours. The reaction mixture is concentrated by evaporation; the residue is taken up in water and extracted three times with methylene chloride. After removal of the solvent, the residue is chr... Starting materials: N=1N=CN2C1CC1=C(C=C2)C=CC=C1 (11H-s-triazolo[3,4-b][3]benzazepine), N1=CC=CC=C1 (pyridine), BrBr (bromine). Run in C(Cl)(Cl)Cl (chloroform). Yields the product BrC1=NN=C2CC3=C(C=CN21)C=CC=C3 (3-bromo-11H-s-triazolo[3,4-b][3]benzazepine). As a reaction SMILES: [N:1]1[N:2]=[CH:3][N:4]2[CH:10]=[CH:9][C:8]3[CH:11]=[CH:12][CH:13]=[CH:14][C:7]=3[CH2:6][C:5]=12.N1C=CC=CC=1.[Br:21]Br>C(Cl)(Cl)Cl>[Br:21][C:3]1[N:4]2[C:5]([CH2:6][C:7]3[CH:14]=[CH:13][CH:12]=[CH:11][C:8]=3[CH:9]=[CH:10]2)=[N:1][N:2]=1. Procedure: To 1.83 g of 11H-s-triazolo[3,4-b][3]benzazepine in 40 ml of chloroform was added 0.1 ml of pyridine and 0.55 ml of bromine was added dropwise under stirring. The mixture was stirred for 2 hours, after which it was washed with water and dried over Na2SO4. After evaporation of the solvent, the residue was treated with ether. By the above procedure was obtained 3-bromo-11H-s-triazolo[3,4-b][3]benzazepine as crystals. These crystals were recrystallized from ethanol and methanol in the order mention...